The task is: describe an organic reaction: reactants, conditions, products, and yield. This data is from the Open Reaction Database (ORD), a public repository of structured organic reaction records. The reactants are CSC1=NN=C2CC3=C(C=CN21)C=CC=C3 (3-methylthio-11H-s-triazolo[3,4-b][3]benzazepine), ClC1=CC(=CC=C1)C(=O)OO (m-chloroperbenzoic acid). Run in ClCCl (dichloromethane). Conditions: time 40 minute. Yields the product CS(=O)C1=NN=C2CC3=C(C=CN21)C=CC=C3 (3-methylsulfinyl-11H-s-triazolo[3,4-b][3]benzazepine). As a reaction SMILES: [CH3:1][S:2][C:3]1[N:12]2[C:6]([CH2:7][C:8]3[CH:16]=[CH:15][CH:14]=[CH:13][C:9]=3[CH:10]=[CH:11]2)=[N:5][N:4]=1.ClC1C=CC=C(C(OO)=[O:25])C=1>ClCCl>[CH3:1][S:2]([C:3]1[N:12]2[C:6]([CH2:7][C:8]3[CH:16]=[CH:15][CH:14]=[CH:13][C:9]=3[CH:10]=[CH:11]2)=[N:5][N:4]=1)=[O:25]. Procedure: A solution of 4.6 g of 3-methylthio-11H-s-triazolo[3,4-b][3]benzazepine in 100 ml of dichloromethane was stirred under ice-cooling and 5.2 g of m-chloroperbenzoic acid was added. The mixture was further stirred for 40 minutes, after which it was washed with a solution of sodium sulfite, a saturated solution of sodium hydrogen carbonate and water in the order mentioned, and followed by drying over Na2SO4. The solvent was then evaporated off and the crystalline residue was collected by filtration ... The reactants are [Br-], C1CCOC1, C[Mg+], O=CC1CCC(NC(=O)c2cc(C(F)(F)F)ccc2Cl)CC1. The product is CC(O)C1CCC(NC(=O)c2cc(C(F)(F)F)ccc2Cl)CC1. RXN SMILES: [Br-:23].[CH2:26]1[O:27][CH2:28][CH2:29][CH2:30]1.[CH3:24][Mg+:25].[Cl:1][c:2]1[c:3]([C:4](=[O:5])[NH:6][CH:7]2[CH2:8][CH2:9][CH:10]([CH:13]=[O:14])[CH2:11][CH2:12]2)[cH:15][c:16]([C:19]([F:20])([F:21])[F:22])[cH:17][cH:18]1>>[Cl:1][c:2]1[c:3]([C:4](=[O:5])[NH:6][CH:7]2[CH2:8][CH2:9][CH:10]([CH:13]([OH:14])[CH3:24])[CH2:11][CH2:12]2)[cH:15][c:16]([C:19]([F:20])([F:21])[F:22])[cH:17][cH:18]1. The product is C(CCC)OCC1OP(OC(CN(C1)C1=CC=C(C=C1)OC)COCCCC)(OC1=CC=CC=C1)=O (4,8-bis-butoxymethyl-6-(4-methoxy-phenyl)-2-phenoxy-[1,3,6,2]dioxazaphosphocane-2-oxide). The reactants are COC1=CC(=C(N(OC(C(C)O)C)OC(C(C)O)C)C=C1)CCC (4-methoxy-N,N-di(2-hydroxy-3-butoxy)-propyl aniline), N1=CC=CC=C1 (pyridine), CN(C)C1=NC=CC=C1 (dimethylaminopyridine), C1(=CC=CC=C1)P(=O)(Cl)Cl (phenylphosphonic dichloride), C(CCC)OCC1OP(OC(CN(C1)C1=CC=C(C=C1)OCCCCCCCCCCCC)COCCCC)(C1=CC=CC=C1)=O (4,8-bis-butoxymethyl-6-(4-dodecyloxy-phenyl)-2-phenyl-[1,3,6,2]dioxazaphosphocane-2-oxide), pale yellow liquid. Reported procedure: It is prepared from 4-methoxy-N,N-di(2-hydroxy-3-butoxy)-propyl aniline (1.91 g, 5 mmol), pyridine (1.2 g, 15 mmol), dimethylaminopyridine (0.2 g) and phenylphosphonic dichloride (1.1 g, 5.1 mmol) in dichloromethane as described for compound 200 to obtain a pale yellow liquid 0.4 g (16%) and its isomer 0.5 g (19% a pale yellow liquid). The yield is 16.0%. Reaction SMILES: C[O:2][C:3]1[CH:21]=[CH:20][C:6](N(OC(C)C(O)C)OC(C)C(O)C)=[C:5](CCC)[CH:4]=1.N1C=CC=CC=1.CN(C1C=CC=CN=1)C.C1(P(Cl)(Cl)=O)C=CC=CC=1.[CH2:50]([O:54][CH2:55][CH:56]1[CH2:63][N:62]([C:64]2[CH:69]=[CH:68][C:67]([O:70][CH2:71]CCCCCCCCCCC)=[CH:66][CH:65]=2)[CH2:61][CH:60]([CH2:83][O:84][CH2:85][CH2:86][CH2:87][CH3:88])[O:59][P:58](=[O:95])(C2C=CC=CC=2)[O:57]1)[CH2:51][CH2:52][CH3:53]>ClCCl>[CH2:50]([O:54][CH2:55][CH:56]1[CH2:63][N:62]([C:64]2[CH:65]=[CH:66][C:67]([O:70][CH3:71])=[CH:68][CH:69]=2)[CH2:61][CH:60]([CH2:83][O:84][CH2:85][CH2:86][CH2:87][CH3:88])[O:59][P:58](=[O:95])([O:2][C:3]2[CH:21]=[CH:20][CH:6]=[CH:5][CH:4]=2)[O:57]1)[CH2:51][CH2:52][CH3:53]. The solvent is ClCCl (dichloromethane). Starting materials: C1(CCCC1)OC([C@H](C1=CC=CC=C1)N(CC1=CC(=CC=C1)NCC=1C=CC2=C(SC(=C2)C(NOC(C)OCC(C)C)=O)C1)C(=O)OC(C)(C)C)=O ((S)-[tert-Butoxycarbonyl-(3-{[2-(1-isobutoxy-ethoxycarbamoyl)-benzo[b]thiophen-6-ylmethyl]-amino}-benzyl)-amino]-phenyl-acetic acid cyclopentyl ester), C(=O)(C(F)(F)F)O (TFA). Run in C(Cl)Cl (DCM), C(Cl)Cl.CO (DCM MeOH). Run at time 2 hour. Yields the product C1(CCCC1)OC([C@H](C1=CC=CC=C1)NCC1=CC(=CC=C1)NCC=1C=CC2=C(SC(=C2)C(NO)=O)C1)=O ((S)-{3-[(2-Hydroxycarbamoyl-benzo[b]thiophen-6-ylmethyl)-amino]-benzyl-amino}-phenyl-acetic acid cyclopentyl ester). The yield is 10.9%. As a reaction SMILES: [CH:1]1([O:6][C:7](=[O:52])[C@@H:8]([N:15](C(OC(C)(C)C)=O)[CH2:16][C:17]2[CH:22]=[CH:21][CH:20]=[C:19]([NH:23][CH2:24][C:25]3[CH:26]=[CH:27][C:28]4[CH:32]=[C:31]([C:33](=[O:43])[NH:34][O:35]C(OCC(C)C)C)[S:30][C:29]=4[CH:44]=3)[CH:18]=2)[C:9]2[CH:14]=[CH:13][CH:12]=[CH:11][CH:10]=2)[CH2:5][CH2:4][CH2:3][CH2:2]1.C(O)(C(F)(F)F)=O>C(Cl)Cl.CO.C(Cl)Cl>[CH:1]1([O:6][C:7](=[O:52])[C@@H:8]([NH:15][CH2:16][C:17]2[CH:22]=[CH:21][CH:20]=[C:19]([NH:23][CH2:24][C:25]3[CH:26]=[CH:27][C:28]4[CH:32]=[C:31]([C:33](=[O:43])[NH:34][OH:35])[S:30][C:29]=4[CH:44]=3)[CH:18]=2)[C:9]2[CH:14]=[CH:13][CH:12]=[CH:11][CH:10]=2)[CH2:5][CH2:4][CH2:3][CH2:2]1 |f:2.3|. Reported procedure: To a solution of (S)-[tert-Butoxycarbonyl-(3-{[2-(1-isobutoxy-ethoxycarbamoyl)-benzo[b]thiophen-6-ylmethyl]-amino}-benzyl)-amino]-phenyl-acetic acid cyclopentyl ester (0.100 g, 0.14 mmol) in DCM/MeOH (1 ml:1 ml) was added TFA (8 ml). The solution was stirred for 2 h, then diluted with DCM (200 ml). The solution was washed with saturated sodium bicarbonate (100 ml). The solution was dried (Na2SO4), concentrated and purified by reverse phase HPLC to yield the desired product (8.1 mg, 11% yield). L... Reactants: C(C1=CC=CC=C1)O[C@@H](C(=O)NC1CCN(CC1)C(=O)OC(C)(C)C)C (tert-butyl 4-{[(2R)-2-(benzyloxy)propanoyl]amino}piperidine-1-carboxylate). Reagents/catalysts: [C].[Pd] (palladium carbon). The solvent is CO (methanol). Reaction conditions: time 8 hour. Product: O[C@@H](C(=O)NC1CCN(CC1)C(=O)OC(C)(C)C)C (tert-butyl 4-{[(2R)-2-hydroxypropanoyl]amino}piperidine-1-carboxylate). Yield: 100.1%. As a reaction SMILES: C([O:8][C@H:9]([CH3:26])[C:10]([NH:12][CH:13]1[CH2:18][CH2:17][N:16]([C:19]([O:21][C:22]([CH3:25])([CH3:24])[CH3:23])=[O:20])[CH2:15][CH2:14]1)=[O:11])C1C=CC=CC=1>[C].[Pd].CO>[OH:8][C@H:9]([CH3:26])[C:10]([NH:12][CH:13]1[CH2:18][CH2:17][N:16]([C:19]([O:21][C:22]([CH3:25])([CH3:24])[CH3:23])=[O:20])[CH2:15][CH2:14]1)=[O:11] |f:1.2|. Procedure details: At room temperature, to a methanol solution (200 ml) of tert-butyl 4-{[(2R)-2-(benzyloxy)propanoyl]amino}piperidine-1-carboxylate (6.90 g) was added 10% palladium carbon (2.03 g), followed by stirring overnight under a hydrogen atmosphere. The reaction solution was filtered through Celite, and then concentrated under reduced pressure to afford tert-butyl 4-{[(2R)-2-hydroxypropanoyl]amino}piperidine-1-carboxylate (5.19 g).